This data is from the Open Reaction Database (ORD), a public repository of structured organic reaction records. The task is: describe an organic reaction: reactants, conditions, products, and yield Starting materials: C(C)(C)NC(C)C (diisopropylamine), C(CCC)[Li] (n-butyllithium), CC(\C=C\CCCCC)=O ((E)-non-3-en-2-one), C[Si](C)(C)Cl (trimethylsilylchloride). The solvent is C1CCOC1 (THF), C1CCOC1 (THF), C1CCOC1 (THF), CCCCCC (n-Hexane). Yields the product C[Si](OC(=C)\C=C\CCCCC)(C)C ((E)-trimethyl(nona-1,3-dien-2-yloxy)silane). The yield is 73.3%. As a reaction SMILES: C(NC(C)C)(C)C.C([Li])CCC.[CH3:13][C:14](=[O:22])/[CH:15]=[CH:16]/[CH2:17][CH2:18][CH2:19][CH2:20][CH3:21].[CH3:23][Si:24](Cl)([CH3:26])[CH3:25]>C1COCC1.CCCCCC>[CH3:23][Si:24]([CH3:26])([CH3:25])[O:22][C:14](/[CH:15]=[CH:16]/[CH2:17][CH2:18][CH2:19][CH2:20][CH3:21])=[CH2:13]. Reported procedure: Pursuant to Dienylester Formation Protocol I, diisopropylamine (7.0 mL, 50.0 mmol, 1.4 eq) and n-butyllithium (32.4 mL, 46.5 mmol, 1.3 eq, 1.44 M in hexane) in THF (33 mL) were reacted with a solution of (E)-non-3-en-2-one (5.9 mL, 35.6 mmol, 1.0 eq) in THF (10 mL) and trimethylsilylchloride (8.0 mL, 62.6 mmol, 1.8 eq) in THF (30 mL). For the silylenolether, no aqueous workup was undertaken. n-Hexane (100 mL) was added to the reaction mixture, the residue filtered off and the solvent evaporated.... Starting materials: CN1C(C=C(C2=CC=C(C=C12)O)C)=O (1,4-Dimethyl-7-hydroxy-2-oxo-1,2-dihydroquinoline), C1(=C(C(=C(C(=C1F)F)F)N)F)N.Cl.Cl (dihydrochloride), ClC1=CC=C(CN2CCN(CC2)CCCCl)C=C1 (3-[4-(4-chlorobenzyl)-piperazin-1-yl]-propyl chloride), Cl.CN1C(C=C(C2=CC=C(C=C12)OCCCN1CCN(CC1)CC1=CC=C(C=C1)Cl)C)=O (1,4-dimethyl-7-{3-[4-(4-chlorobenzyl)-piperazin-1-yl]-propoxy}-2-oxo-1,2-dihydroquinoline monohydrochloride). As a reaction SMILES: CN1C2C(=CC=C(O)C=2)C(C)=CC1=O.ClC1C=CC(CN2CCN(CCCCl)CC2)=CC=1.Cl.[CH3:34][N:35]1[C:44]2[C:39](=[CH:40][CH:41]=[C:42]([O:45][CH2:46][CH2:47][CH2:48][N:49]3[CH2:54][CH2:53][N:52]([CH2:55][C:56]4[CH:61]=[CH:60][C:59]([Cl:62])=[CH:58][CH:57]=4)[CH2:51][CH2:50]3)[CH:43]=2)[C:38]([CH3:63])=[CH:37][C:36]1=[O:64].C1(N)C(F)=C(F)C(F)=C(N)C=1F.Cl.Cl>>[CH3:34][N:35]1[C:44]2[C:39](=[CH:40][CH:41]=[C:42]([O:45][CH2:46][CH2:47][CH2:48][N:49]3[CH2:50][CH2:51][N:52]([CH2:55][C:56]4[CH:57]=[CH:58][C:59]([Cl:62])=[CH:60][CH:61]=4)[CH2:53][CH2:54]3)[CH:43]=2)[C:38]([CH3:63])=[CH:37][C:36]1=[O:64] |f:2.3,4.5.6|. Yields the product CN1C(C=C(C2=CC=C(C=C12)OCCCN1CCN(CC1)CC1=CC=C(C=C1)Cl)C)=O (1,4-Dimethyl-7-{3-[4-(4-chlorobenzyl)-piperazin-1-yl]-propoxy}-2-oxo-1,2-dihydroquinoline). Procedure details: From 9.46 g. 1,4-Dimethyl-7-hydroxy-2-oxo-1,2-dihydroquinoline and 15.8 g. 3-[4-(4-chlorobenzyl)-piperazin-1-yl]-propyl chloride, in the manner described in Example 1, there are obtained 15.2 g. (63.8% of theory) 1,4-dimethyl-7-{3-[4-(4-chlorobenzyl)-piperazin-1-yl]-propoxy}-2-oxo-1,2-dihydroquinoline monohydrochloride. Thermoanalysis shows a melting point of 189° C. The corresponding dihydrochloride melts at 260°-263° C. The reactants are N#Cc1cc2c(Oc3ccc(N)c(F)c3)ccnc2cc1OCc1ccccc1, Cc1ccccc1, CC#N, O=C=Nc1ccccc1. Product: N#Cc1cc2c(Oc3ccc(NC(=O)Nc4ccccc4)c(F)c3)ccnc2cc1OCc1ccccc1. RXN SMILES: [CH2:1]([c:2]1[cH:3][cH:4][cH:5][cH:6][cH:7]1)[O:8][c:9]1[c:10]([C:28]#[N:29])[cH:11][c:12]2[c:13]([O:19][c:20]3[cH:21][c:22]([F:27])[c:23]([NH2:26])[cH:24][cH:25]3)[cH:14][cH:15][n:16][c:17]2[cH:18]1.[CH3:30][c:31]1[cH:32][cH:33][cH:34][cH:35][cH:36]1.[CH3:46][C:47]#[N:48].[O:37]=[C:38]=[N:39][c:40]1[cH:41][cH:42][cH:43][cH:44][cH:45]1>>[CH2:1]([c:2]1[cH:3][cH:4][cH:5][cH:6][cH:7]1)[O:8][c:9]1[c:10]([C:28]#[N:29])[cH:11][c:12]2[c:13]([O:19][c:20]3[cH:21][c:22]([F:27])[c:23]([NH:26][C:38](=[O:37])[NH:39][c:40]4[cH:41][cH:42][cH:43][cH:44][cH:45]4)[cH:24][cH:25]3)[cH:14][cH:15][n:16][c:17]2[cH:18]1. Reactants: B(Br)(Br)Br (boron tribromide), COC1=CC=C2C(C(N(C2=C1)C1=CC=CC=C1)=O)(NC(=O)C1=CC2=CC=CC=C2C=C1)CCC(=O)OCC (ethyl 3-[2,3-dihydro-6-methoxy-3-(2-naphthalenecarbonyl)amino-2-oxo-1-phenyl-1H-indol-3-yl]propionate), ice water. Run in C(Cl)Cl (methylene chloride). Run at time 1 hour. The product is OC1=CC=C2C(C(N(C2=C1)C1=CC=CC=C1)=O)(NC(=O)C1=CC2=CC=CC=C2C=C1)CCC(=O)OCC (ethyl 3-[2,3-dihydro-6-hydroxy-3-(2-naphthalenecarbonyl)amino-2-oxo-1-phenyl-1H-indol-3-yl]propionate). Reaction SMILES: B(Br)(Br)Br.C[O:6][C:7]1[CH:15]=[C:14]2[C:10]([C:11]([CH2:36][CH2:37][C:38]([O:40][CH2:41][CH3:42])=[O:39])([NH:23][C:24]([C:26]3[CH:35]=[CH:34][C:33]4[C:28](=[CH:29][CH:30]=[CH:31][CH:32]=4)[CH:27]=3)=[O:25])[C:12](=[O:22])[N:13]2[C:16]2[CH:21]=[CH:20][CH:19]=[CH:18][CH:17]=2)=[CH:9][CH:8]=1>C(Cl)Cl>[OH:6][C:7]1[CH:15]=[C:14]2[C:10]([C:11]([CH2:36][CH2:37][C:38]([O:40][CH2:41][CH3:42])=[O:39])([NH:23][C:24]([C:26]3[CH:35]=[CH:34][C:33]4[C:28](=[CH:29][CH:30]=[CH:31][CH:32]=4)[CH:27]=3)=[O:25])[C:12](=[O:22])[N:13]2[C:16]2[CH:17]=[CH:18][CH:19]=[CH:20][CH:21]=2)=[CH:9][CH:8]=1. Reported procedure: 2.5 ml of boron tribromide was added dropwise to a stirred solution of 2.37 g of ethyl 3-[2,3-dihydro-6-methoxy-3-(2-naphthalenecarbonyl)amino-2-oxo-1-phenyl-1H-indol-3-yl]propionate in methylene chloride (20 ml) under ice cooling. The mixture was stirred at room temperature for 1 hour. The reaction mixture was poured into ice water and extracted with ethyl acetate. The extract was evaporated to dryness under reduced pressure to afford ethyl 3-[2,3-dihydro-6-hydroxy-3-(2-naphthalenecarbonyl)amin... Yields the product COC(=O)C1(C(C)C)CCC(N(C)C2CCOCC2)C1. Starting materials: CC(=O)O[BH-](OC(C)=O)OC(C)=O, C=O, COC(=O)C1(C(C)C)CCC(NC2CCOCC2)C1, ClCCl, [Na+]. Reaction SMILES: [C:22]([O:23][BH-:24]([O:25][C:26](=[O:27])[CH3:28])[O:29][C:30](=[O:31])[CH3:32])(=[O:33])[CH3:34].[CH2:20]=[O:21].[CH:1]([CH3:2])([CH3:3])[C:4]1([C:16](=[O:17])[O:18][CH3:19])[CH2:5][CH:6]([NH:9][CH:10]2[CH2:11][CH2:12][O:13][CH2:14][CH2:15]2)[CH2:7][CH2:8]1.[Cl:36][CH2:37][Cl:38].[Na+:35]>>[CH:1]([CH3:2])([CH3:3])[C:4]1([C:16](=[O:17])[O:18][CH3:19])[CH2:5][CH:6]([N:9]([CH:10]2[CH2:11][CH2:12][O:13][CH2:14][CH2:15]2)[CH3:22])[CH2:7][CH2:8]1.